This data is from the Open Reaction Database (ORD), a public repository of structured organic reaction records. The task is: describe an organic reaction: reactants, conditions, products, and yield The reactants are CCCN(CCC)CCC, O=C(Cl)C1CCCCC1, Cl, Nc1ccc2ncnc(N)c2c1, c1ccncc1. Product: Nc1ncnc2ccc(NC(=O)C3CCCCC3)cc12. As a reaction SMILES: [CH3:14][CH2:15][CH2:16][N:17]([CH2:18][CH2:19][CH3:20])[CH2:21][CH2:22][CH3:23].[CH:24]1([C:30](=[O:31])[Cl:32])[CH2:25][CH2:26][CH2:27][CH2:28][CH2:29]1.[ClH:1].[NH2:2][c:3]1[n:4][cH:5][n:6][c:7]2[cH:8][cH:9][c:10]([NH2:13])[cH:11][c:12]12.[cH:33]1[cH:34][cH:35][n:36][cH:37][cH:38]1>>[NH2:2][c:3]1[n:4][cH:5][n:6][c:7]2[cH:8][cH:9][c:10]([NH:13][C:30]([CH:24]3[CH2:25][CH2:26][CH2:27][CH2:28][CH2:29]3)=[O:31])[cH:11][c:12]12. Reactants: Cl.CN(C1=CC=C(C=C1)[C@H]1[C@@H](CNCC1)COC1=CC=C(C=C1)C(F)(F)F)C ((+-) trans 4-(4-dimethylaminophenyl)-3-(4-trifluoromethylphenoxymethyl) piperidine, hydrochloride), ICCC (1-iodopropane), Cl.CN(C1=CC=C(C=C1)[C@H]1[C@@H](CN(CC1)CC)COC1=CC=C(C=C1)C(F)(F)F)C ((+-) trans 4-(4-dimethylaminophenyl)-1-ethyl-3-(4-trifluoromethylphenoxymethyl) piperidine, hydrochloride). The solvent is C(C)O (ethanol). Product: Cl.CN(C1=CC=C(C=C1)[C@H]1[C@@H](CN(CC1)CCC)COC1=CC=C(C=C1)C(F)(F)F)C ((+-) trans 4-(4-dimethylaminophenyl)-1-propyl-3-(4-trifluoromethylphenoxymethyl) piperidine, hydrochloride). Isolated yield 37.0%. RXN SMILES: [ClH:1].[CH3:2][N:3]([CH3:28])[C:4]1[CH:9]=[CH:8][C:7]([C@@H:10]2[CH2:15][CH2:14][NH:13][CH2:12][C@H:11]2[CH2:16][O:17][C:18]2[CH:23]=[CH:22][C:21]([C:24]([F:27])([F:26])[F:25])=[CH:20][CH:19]=2)=[CH:6][CH:5]=1.I[CH2:30][CH2:31][CH3:32].Cl.CN(C)C1C=CC([C@@H]2CCN(CC)C[C@H]2COC2C=CC(C(F)(F)F)=CC=2)=CC=1>C(O)C>[ClH:1].[CH3:2][N:3]([CH3:28])[C:4]1[CH:9]=[CH:8][C:7]([C@@H:10]2[CH2:15][CH2:14][N:13]([CH2:30][CH2:31][CH3:32])[CH2:12][C@H:11]2[CH2:16][O:17][C:18]2[CH:19]=[CH:20][C:21]([C:24]([F:27])([F:25])[F:26])=[CH:22][CH:23]=2)=[CH:6][CH:5]=1 |f:0.1,3.4,6.7|. Procedure: Preparation from (41) (0.35 g) and 1-iodopropane (0.2 ml) by heating in ethanol of 70° C. for 8 h, as described for compound (42). Yield 37%, m.p. 224.2°-225.2° C. Yields the product C(C)NC=1C=CC=C2CN(C(C12)=O)C1=CNC2=NC=C(N=C21)C2=CC=C(C=C2)S(=O)(=O)C(C)C (7-(ethylamino)-2-(2-(4-(isopropylsulfonyl)phenyl)-5H-pyrrolo[2,3-b]pyrazin-7-yl)isoindolin-1-one). Procedure details: 7-amino-2-[2-(4-isopropylsulfonylphenyl)-5-trityl-pyrrolo[2,3-b]pyrazin-7-yl]isoindolin-1-one (63 mg, 0.09133 mmol) dissolved in DCE (5 mL) and acetaldehyde (5.6 μL, 0.10 mmol) then Na(OAc)3BH (38.72 mg, 0.1827 mmol) added at RT under N2. Reaction mixture stirred for 48 h then quenched by the addition of water. DCM added and layers separated. Organic phase dried and concentrated. Residue taken up in DCM (2 mL) under N2 and treated with triethylsilane (73 μL, 0.4566 mmol) then TFA (300 μL). React... As a reaction SMILES: [NH2:1][C:2]1[CH:3]=[CH:4][CH:5]=[C:6]2[C:10]=1[C:9](=[O:11])[N:8]([C:12]1[C:20]3[C:15](=[N:16][CH:17]=[C:18]([C:21]4[CH:26]=[CH:25][C:24]([S:27]([CH:30]([CH3:32])[CH3:31])(=[O:29])=[O:28])=[CH:23][CH:22]=4)[N:19]=3)[N:14](C(C3C=CC=CC=3)(C3C=CC=CC=3)C3C=CC=CC=3)[CH:13]=1)[CH2:7]2.[CH:52](=O)[CH3:53].[BH-](OC(C)=O)(OC(C)=O)OC(C)=O.[Na+].C([SiH](CC)CC)C.C(O)(C(F)(F)F)=O>ClCCCl>[CH2:52]([NH:1][C:2]1[CH:3]=[CH:4][CH:5]=[C:6]2[C:10]=1[C:9](=[O:11])[N:8]([C:12]1[C:20]3[C:15](=[N:16][CH:17]=[C:18]([C:21]4[CH:26]=[CH:25][C:24]([S:27]([CH:30]([CH3:31])[CH3:32])(=[O:29])=[O:28])=[CH:23][CH:22]=4)[N:19]=3)[NH:14][CH:13]=1)[CH2:7]2)[CH3:53] |f:2.3|. Run at time 48 hour. Run in ClCCCl (DCE). Reactants: C(C)[SiH](CC)CC (triethylsilane), NC=1C=CC=C2CN(C(C12)=O)C1=CN(C2=NC=C(N=C21)C2=CC=C(C=C2)S(=O)(=O)C(C)C)C(C2=CC=CC=C2)(C2=CC=CC=C2)C2=CC=CC=C2 (7-amino-2-[2-(4-isopropylsulfonylphenyl)-5-trityl-pyrrolo[2,3-b]pyrazin-7-yl]isoindolin-1-one), C(C)=O (acetaldehyde), [BH-](OC(=O)C)(OC(=O)C)OC(=O)C.[Na+] (Na(OAc)3BH), C(=O)(C(F)(F)F)O (TFA). The reactants are [BH4-], CO, NC(=O)c1ccc(Oc2ccc(C=O)cc2)nc1, [Na+], c1ccc(N2CCNCC2)cc1. Yields the product NC(=O)c1ccc(Oc2ccc(CN3CCN(c4ccccc4)CC3)cc2)nc1. As a reaction SMILES: [BH4-:31].[CH3:33][OH:34].[CH:1](=[O:2])[c:3]1[cH:4][cH:5][c:6]([O:7][c:8]2[n:9][cH:10][c:11]([C:12](=[O:13])[NH2:14])[cH:15][cH:16]2)[cH:17][cH:18]1.[Na+:32].[c:19]1([N:25]2[CH2:26][CH2:27][NH:28][CH2:29][CH2:30]2)[cH:20][cH:21][cH:22][cH:23][cH:24]1>>[CH2:1]([c:3]1[cH:4][cH:5][c:6]([O:7][c:8]2[n:9][cH:10][c:11]([C:12](=[O:13])[NH2:14])[cH:15][cH:16]2)[cH:17][cH:18]1)[N:28]1[CH2:27][CH2:26][N:25]([c:19]2[cH:20][cH:21][cH:22][cH:23][cH:24]2)[CH2:30][CH2:29]1. The reactants are C1CCOC1, CC1(C)COC(=Nc2ccc([N+](=O)[O-])cc2)N1, [H-], CI, [Na+]. Yields the product CN1C(=Nc2ccc([N+](=O)[O-])cc2)OCC1(C)C. As a reaction SMILES: [CH2:22]1[O:23][CH2:24][CH2:25][CH2:26]1.[CH3:3][C:4]1([CH3:19])[NH:5][C:6](=[N:9][c:10]2[cH:11][cH:12][c:13]([N+:16](=[O:17])[O-:18])[cH:14][cH:15]2)[O:7][CH2:8]1.[H-:1].[I:20][CH3:21].[Na+:2]>>[CH3:3][C:4]1([CH3:19])[N:5]([CH3:21])[C:6](=[N:9][c:10]2[cH:11][cH:12][c:13]([N+:16](=[O:17])[O-:18])[cH:14][cH:15]2)[O:7][CH2:8]1. The reactants are ClC(Cl)Cl, Cn1c(=O)n(CCO)c(=O)c2ccccc21, O=S(Cl)Cl. The product is Cn1c(=O)n(CCCl)c(=O)c2ccccc21. As a reaction SMILES: [Cl:21][CH:22]([Cl:23])[Cl:24].[OH:1][CH2:2][CH2:3][n:4]1[c:5](=[O:16])[n:6]([CH3:15])[c:7]2[cH:8][cH:9][cH:10][cH:11][c:12]2[c:13]1=[O:14].[S:17]([Cl:18])([Cl:19])=[O:20]>>[CH2:2]([CH2:3][n:4]1[c:5](=[O:16])[n:6]([CH3:15])[c:7]2[cH:8][cH:9][cH:10][cH:11][c:12]2[c:13]1=[O:14])[Cl:19].